From a dataset of the Open Reaction Database (ORD), a public repository of structured organic reaction records. describe an organic reaction: reactants, conditions, products, and yield Reactants: O1[C@H]2[C@@H]1C(C=C1C=C[C@H]3[C@@H]4CC[C@H]([C@@H](CCCC(C)C)C)[C@]4(CC[C@@H]3[C@@]21C)C)=O (1α,2α-epoxycholesta-4,6-dien-3-one), [Li] (lithium), [Cl-].[NH4+] (ammonium chloride). Run in N.O1CCCC1 (ammonia tetrahydrofuran). Product: O[C@H]1C[C@@H](CC2=CC[C@H]3[C@@H]4CC[C@H]([C@@H](CCCC(C)C)C)[C@]4(CC[C@@H]3[C@@]12C)C)O (1α,3β-dihydroxycholest-5-ene). RXN SMILES: [O:1]1[C@H:3]2[C:4](=[O:29])[CH:5]=[C:6]3[C@:26]([CH3:27])([C@@H:2]12)[C@@H:25]1[C@H:9]([C@H:10]2[C@:22]([CH3:28])([CH2:23][CH2:24]1)[C@@H:13]([C@H:14]([CH3:21])[CH2:15][CH2:16][CH2:17][CH:18]([CH3:20])[CH3:19])[CH2:12][CH2:11]2)[CH:8]=[CH:7]3.[Li].[Cl-].[NH4+]>N.O1CCCC1>[OH:1][C@@H:2]1[C@@:26]2([CH3:27])[C:6](=[CH:7][CH2:8][C@@H:9]3[C@@H:25]2[CH2:24][CH2:23][C@@:22]2([CH3:28])[C@H:10]3[CH2:11][CH2:12][C@@H:13]2[C@H:14]([CH3:21])[CH2:15][CH2:16][CH2:17][CH:18]([CH3:20])[CH3:19])[CH2:5][C@@H:4]([OH:29])[CH2:3]1 |f:2.3,4.5,^1:29|. Procedure details: Barton et al, J.A.C.S. 95:8, 2748 (1973) describe reduction of 1α,2α-epoxycholesta-4,6-dien-3-one with large excesses of each of lithium metal and ammonium chloride in ammonia/tetrahydrofuran at reflux to obtain 1α,3β-dihydroxycholest-5-ene which is a precursor of 1α-hydroxyvitamin D3. The reactants are [OH-].[Na+] (NaOH), BrC=1SC2=C(N1)C=C(C(=C2C2=CC=C(C=C2)Cl)[C@@H](C(=O)OCC)OC(C)(C)C)C ((S)-ethyl 2-(2-bromo-7-(4-chlorophenyl)-5-methylbenzo[d]thiazol-6-yl)-2-tert-butoxyacetate), KHCO3, C(=O)([O-])[O-].[K+].[K+] (K2CO3), CC(=O)O (AcOH), CC(=O)[O-].[K+] (KOAc), BrC=1C=C2C(=NN(C2=CC1)C)N1CCN(CC1)C (5-bromo-1-methyl-3-(4-methylpiperazin-1-yl)-1H-indazole), bis-pinacolatodiboron, C(Cl)Cl (DCM). The reagents and catalysts are C=1C=CC(=CC1)[P](C=2C=CC=CC2)(C=3C=CC=CC3)[Pd]([P](C=4C=CC=CC4)(C=5C=CC=CC5)C=6C=CC=CC6)([P](C=7C=CC=CC7)(C=8C=CC=CC8)C=9C=CC=CC9)[P](C=1C=CC=CC1)(C=1C=CC=CC1)C=1C=CC=CC1 (Pd(PPh3)4), C1=CC=C(C=C1)P([C-]2C=CC=C2)C3=CC=CC=C3.C1=CC=C(C=C1)P([C-]2C=CC=C2)C3=CC=CC=C3.Cl[Pd]Cl.[Fe+2] (PdCl2(dppf)). Solvent: O1CCOCC1 (dioxane), CCO (EtOH). Reaction conditions: temperature 100 celsius. Product: C(C)(C)(C)O[C@H](C(=O)O)C1=C(C2=C(N=C(S2)C=2C=C3C(=NN(C3=CC2)C)N2CCN(CC2)C)C=C1C)C1=CC=C(C=C1)Cl ((S)-2-tert-butoxy-2-(7-(4-chlorophenyl)-5-methyl-2-(1-methyl-3-(4-methylpiperazin-1-yl)-1H-indazol-5-yl)benzo[d]thiazol-6-yl)acetic acid). As a reaction SMILES: Br[C:2]1[CH:3]=[C:4]2[C:8](=[CH:9][CH:10]=1)[N:7]([CH3:11])[N:6]=[C:5]2[N:12]1[CH2:17][CH2:16][N:15]([CH3:18])[CH2:14][CH2:13]1.C(Cl)Cl.CC(O)=O.CC([O-])=O.[K+].Br[C:32]1[S:33][C:34]2[C:40]([C:41]3[CH:46]=[CH:45][C:44]([Cl:47])=[CH:43][CH:42]=3)=[C:39]([C@H:48]([O:54][C:55]([CH3:58])([CH3:57])[CH3:56])[C:49]([O:51]CC)=[O:50])[C:38]([CH3:59])=[CH:37][C:35]=2[N:36]=1.C([O-])([O-])=O.[K+].[K+].[OH-].[Na+]>C1C=CC(P(C2C=CC=CC=2)[C-]2C=CC=C2)=CC=1.C1C=CC(P(C2C=CC=CC=2)[C-]2C=CC=C2)=CC=1.Cl[Pd]Cl.[Fe+2].C1C=CC([P]([Pd]([P](C2C=CC=CC=2)(C2C=CC=CC=2)C2C=CC=CC=2)([P](C2C=CC=CC=2)(C2C=CC=CC=2)C2C=CC=CC=2)[P](C2C=CC=CC=2)(C2C=CC=CC=2)C2C=CC=CC=2)(C2C=CC=CC=2)C2C=CC=CC=2)=CC=1.CCO.O1CCOCC1>[C:55]([O:54][C@@H:48]([C:39]1[C:38]([CH3:59])=[CH:37][C:35]2[N:36]=[C:32]([C:2]3[CH:3]=[C:4]4[C:8](=[CH:9][CH:10]=3)[N:7]([CH3:11])[N:6]=[C:5]4[N:12]3[CH2:17][CH2:16][N:15]([CH3:18])[CH2:14][CH2:13]3)[S:33][C:34]=2[C:40]=1[C:41]1[CH:42]=[CH:43][C:44]([Cl:47])=[CH:45][CH:46]=1)[C:49]([OH:51])=[O:50])([CH3:58])([CH3:56])[CH3:57] |f:3.4,6.7.8,9.10,11.12.13.14,^1:111,113,132,151|. Reported procedure: A vial was charged with 5-bromo-1-methyl-3-(4-methylpiperazin-1-yl)-1H-indazole (64.0 mg, 0.208 mmol), bis-pinacolatodiboron (58 mg, 0.23 mmol), PdCl2(dppf).DCM (17 mg, 21 μmol), glacial AcOH (13 μL, 0.23 mmol), KOAc (67 mg, 0.69 mmol), and dioxane (1.6 mL). The reaction was heated to 100° C. for 2 h. To this reaction was added (S)-ethyl 2-(2-bromo-7-(4-chlorophenyl)-5-methylbenzo[d]thiazol-6-yl)-2-tert-butoxyacetate (103 mg, 0.208 mmol), KHCO3 (23 mg, 0.23 mmol), 2 M aq K2CO3 (400 μL), and Pd(P... Starting materials: O=C([O-])[O-], CC#N, CCOCC, Clc1ncnc(Cl)n1, [Cs+], [F-], [K+], [K+], C1COCCOCCOCCOCCOCCO1, COC=C(C(=O)OC)c1ccccc1O. Product: COC=C(C(=O)OC)c1ccccc1Oc1ncnc(Cl)n1. RXN SMILES: [C:9](=[O:10])([O-:11])[O-:12].[CH3:50][C:51]#[N:52].[CH3:53][CH2:54][O:55][CH2:56][CH3:57].[Cl:1][c:2]1[n:3][c:4]([Cl:8])[n:5][cH:6][n:7]1.[Cs+:31].[F-:30].[K+:13].[K+:14].[O:32]1[CH2:33][CH2:34][O:35][CH2:36][CH2:37][O:38][CH2:39][CH2:40][O:41][CH2:42][CH2:43][O:44][CH2:45][CH2:46][O:47][CH2:48][CH2:49]1.[OH:15][c:16]1[c:17]([C:22]([C:23](=[O:24])[O:25][CH3:26])=[CH:27][O:28][CH3:29])[cH:18][cH:19][cH:20][cH:21]1>>[Cl:1][c:2]1[n:3][c:4]([O:15][c:16]2[c:17]([C:22]([C:23](=[O:24])[O:25][CH3:26])=[CH:27][O:28][CH3:29])[cH:18][cH:19][cH:20][cH:21]2)[n:5][cH:6][n:7]1. The reactants are CC(=O)O, COc1ccccc1C, ClCCl, O, O=[N+]([O-])O. The product is COc1ccc([N+](=O)[O-])cc1C. As a reaction SMILES: [CH3:15][C:16](=[O:17])[OH:18].[CH3:1][c:2]1[c:3]([O:8][CH3:9])[cH:4][cH:5][cH:6][cH:7]1.[Cl:19][CH2:20][Cl:21].[OH2:14].[OH:10][N+:11]([O-:12])=[O:13]>>[CH3:1][c:2]1[c:3]([O:8][CH3:9])[cH:4][cH:5][c:6]([N+:11](=[O:10])[O-:12])[cH:7]1.